The task is: describe an organic reaction: reactants, conditions, products, and yield. This data is from the Open Reaction Database (ORD), a public repository of structured organic reaction records. Starting materials: CC1=C(C(=O)N)C=CC(=C1)[N+](=O)[O-] (2-methyl-4-nitrobenzamide). Solvent: CCO (EtOH), [Pd] (Pd/C). Run at time 8 hour. The product is NC1=CC(=C(C(=O)N)C=C1)C (4-amino-2-methylbenzamide). RXN SMILES: [CH3:1][C:2]1[CH:10]=[C:9]([N+:11]([O-])=O)[CH:8]=[CH:7][C:3]=1[C:4]([NH2:6])=[O:5]>CCO.[Pd]>[NH2:11][C:9]1[CH:8]=[CH:7][C:3]([C:4]([NH2:6])=[O:5])=[C:2]([CH3:1])[CH:10]=1. Procedure: 2-methyl-4-nitrobenzamide (E111) was dissolved in EtOH under Ar and 10% Pd/C added. The reaction was pump-purged with H2 and left stirring at room temperature overnight. The catalyst was removed by filtration and the reaction concentrated to give pure 4-amino-2-methylbenzamide (E112). The reactants are ClC1=NC=CC(=C1)F (2-chloro-4-fluoropyridine), Cl.NC1=CC=C(C2=CC=CC=C12)O (4-amino-1-naphthol hydrochloride), [K] (potassium), [O-]CCCC (butoxide). The solvent is CN1CCCC1=O (NMP), O (water). The product is ClC1=NC=CC(=C1)OC1=CC=C(C2=CC=CC=C12)N (4-(2-Chloropyridin-4-yloxy)naphthalen-1-amine). The yield is 98.4%. As a reaction SMILES: [Cl:1][C:2]1[CH:7]=[C:6](F)[CH:5]=[CH:4][N:3]=1.Cl.[NH2:10][C:11]1[C:20]2[C:15](=[CH:16][CH:17]=[CH:18][CH:19]=2)[C:14]([OH:21])=[CH:13][CH:12]=1.[K].[O-]CCCC>CN1C(=O)CCC1.O>[Cl:1][C:2]1[CH:7]=[C:6]([O:21][C:14]2[C:15]3[C:20](=[CH:19][CH:18]=[CH:17][CH:16]=3)[C:11]([NH2:10])=[CH:12][CH:13]=2)[CH:5]=[CH:4][N:3]=1 |f:1.2,^1:21|. Procedure: To a stirred solution of 2-chloro-4-fluoropyridine (1.26 g, 9.58 mmol) and 4-amino-1-naphthol hydrochloride (2a) (750 mg, 3.83 mmol) in NMP (40 mL), at −20° C., was added potassium tart-butoxide (1.290 g, 11.50 mmol). The reaction mixture was allowed to warm to RT and after 2.5 hr the reaction mixture was diluted with water (100 mL) and extracted with EtOAc (100 mL then 2×80 mL). The combined organic extracts were washed with brine (150 mL), dried and evaporated in vacuo. The crude product was s...